describe an organic reaction: reactants, conditions, products, and yield From a dataset of the Open Reaction Database (ORD), a public repository of structured organic reaction records. The reactants are BrC1=CC2=C(CCCC3C2=NN(C(C3)=O)C3=CC=C(C=C3)Cl)S1 (9-bromo-2-(4-chlorophenyl)-2,4,4a,5,6,7-hexahydro-3H-thieno[2',3':6,7]cyclohepta[1,2-c]pyridazin-3-one), BrBr (bromine). The solvent is C(C)(=O)O (acetic acid), C(C)(=O)O (acetic acid). Conditions: temperature 40 celsius, time 10 minute. Yields the product BrC1=CC2=C(CCCC=3C2=NN(C(C3)=O)C3=CC=C(C=C3)Cl)S1 (9-bromo-2-(4-chlorophenyl)-2,5,6,7-tetrahydro-3H-thieno[2',3':6,7]cyclohepta[1,2-c]pyridazin-3-one). The yield is 60.3%. As a reaction SMILES: [Br:1][C:2]1[S:23][C:5]2[CH2:6][CH2:7][CH2:8][CH:9]3[CH2:14][C:13](=[O:15])[N:12]([C:16]4[CH:21]=[CH:20][C:19]([Cl:22])=[CH:18][CH:17]=4)[N:11]=[C:10]3[C:4]=2[CH:3]=1.BrBr>C(O)(=O)C>[Br:1][C:2]1[S:23][C:5]2[CH2:6][CH2:7][CH2:8][C:9]3[C:10](=[N:11][N:12]([C:16]4[CH:21]=[CH:20][C:19]([Cl:22])=[CH:18][CH:17]=4)[C:13](=[O:15])[CH:14]=3)[C:4]=2[CH:3]=1. Procedure: To a solution of 2.5 g of 9-bromo-2-(4-chlorophenyl)-2,4,4a,5,6,7-hexahydro-3H-thieno[2',3':6,7]cyclohepta[1,2-c]pyridazin-3-one in 40 ml of acetic acid is added a solution of 1.1 g of bromine in 5 ml of acetic acid with stirring at 40° C. over a period of 10 minutes. The mixture is stirred at 40°-50° C. for 20 minutes and poured into ice-cold water. The precipitated crystals are collected by filtration, washed with water, dissolved in chloroform and subjected to column chromatography on silica ... Reactants: C([O-])([O-])=O.[Na+].[Na+] (sodium carbonate), ClC=1C=NC=C(C1N1CCC(CC1)C(=O)N)Cl (1-(3,5-dichloropyridin-4-yl)piperidine-4-carboxamide), COC1=NC=C(C=N1)B(O)O (2-methoxypyrimidine-5-boronic acid). Reagents/catalysts: C=1C=CC(=CC1)[P](C=2C=CC=CC2)(C=3C=CC=CC3)[Pd]([P](C=4C=CC=CC4)(C=5C=CC=CC5)C=6C=CC=CC6)([P](C=7C=CC=CC7)(C=8C=CC=CC8)C=9C=CC=CC9)[P](C=1C=CC=CC1)(C=1C=CC=CC1)C=1C=CC=CC1 (tetrakis(triphenylphosphine)palladium(0)). Solvent: C(C)#N (acetonitrile). Product: ClC=1C=NC=C(C1N1CCC(CC1)C(=O)N)C=1C=NC(=NC1)OC (1-(3-chloro-5-(2-methoxypyrimidin-5-yl)pyridin-4-yl)piperidine-4-carboxamide), solid. Yield: 21.0%. RXN SMILES: Cl[C:2]1[CH:3]=[N:4][CH:5]=[C:6]([Cl:17])[C:7]=1[N:8]1[CH2:13][CH2:12][CH:11]([C:14]([NH2:16])=[O:15])[CH2:10][CH2:9]1.[CH3:18][O:19][C:20]1[N:25]=[CH:24][C:23](B(O)O)=[CH:22][N:21]=1.C(=O)([O-])[O-].[Na+].[Na+]>C1C=CC([P]([Pd]([P](C2C=CC=CC=2)(C2C=CC=CC=2)C2C=CC=CC=2)([P](C2C=CC=CC=2)(C2C=CC=CC=2)C2C=CC=CC=2)[P](C2C=CC=CC=2)(C2C=CC=CC=2)C2C=CC=CC=2)(C2C=CC=CC=2)C2C=CC=CC=2)=CC=1.C(#N)C>[Cl:17][C:6]1[CH:5]=[N:4][CH:3]=[C:2]([C:23]2[CH:22]=[N:21][C:20]([O:19][CH3:18])=[N:25][CH:24]=2)[C:7]=1[N:8]1[CH2:13][CH2:12][CH:11]([C:14]([NH2:16])=[O:15])[CH2:10][CH2:9]1 |f:2.3.4,^1:38,40,59,78|. Procedure: General procedure E was followed using 1-(3,5-dichloropyridin-4-yl)piperidine-4-carboxamide 23 (75 mg, 0.27 mmol), 2-methoxypyrimidine-5-boronic acid (53 mg, 0.34 mmol), tetrakis(triphenylphosphine)palladium(0) (16 mg, 5 mol %), acetonitrile (3 mL) and 0.5 M sodium carbonate (0.77 mL, 0.38 mmol). The crude product was purified by flash column chromatography on silica gel (CH2Cl2, EtOH, 96:4-82:18, biotage 25+S) to furnish the title compound as an off white solid (20 mg, 21%), along with recovere... Starting materials: CCO, C(=C1CCC2(CC1)OCCO2)c1ccccc1, [H][H]. The product is c1ccc(CC2CCC3(CC2)OCCO3)cc1. Reaction SMILES: [CH3:20][CH2:21][OH:22].[CH:1]([c:2]1[cH:3][cH:4][cH:5][cH:6][cH:7]1)=[C:8]1[CH2:9][CH2:10][C:11]2([O:12][CH2:13][CH2:14][O:15]2)[CH2:16][CH2:17]1.[H:18][H:19]>>[CH2:1]([c:2]1[cH:3][cH:4][cH:5][cH:6][cH:7]1)[CH:8]1[CH2:9][CH2:10][C:11]2([O:12][CH2:13][CH2:14][O:15]2)[CH2:16][CH2:17]1. Reaction conditions: time 24 hour. As a reaction SMILES: [F:1][CH2:2][CH:3]([O:6][C:7]1[CH:12]=[C:11]([F:13])[CH:10]=[CH:9][C:8]=1[NH:14][C:15]1[C:16]2[C:23]([CH3:24])=[C:22]([C:25](O)=[O:26])[S:21][C:17]=2[N:18]=[CH:19][N:20]=1)[CH2:4][F:5].Cl.C(N=C=NCCCN(C)C)C.[CH3:40][S:41]([NH2:44])(=[O:43])=[O:42]>CN(C)C1C=CN=CC=1.ClCCl>[F:1][CH2:2][CH:3]([O:6][C:7]1[CH:12]=[C:11]([F:13])[CH:10]=[CH:9][C:8]=1[NH:14][C:15]1[C:16]2[C:23]([CH3:24])=[C:22]([C:25]([NH:44][S:41]([CH3:40])(=[O:43])=[O:42])=[O:26])[S:21][C:17]=2[N:18]=[CH:19][N:20]=1)[CH2:4][F:5] |f:1.2|. Solvent: ClCCl (dichloromethane). The reagents and catalysts are CN(C1=CC=NC=C1)C (4-dimethylaminopyridine). Reactants: CS(=O)(=O)N (Methanesulfonamide), FCC(CF)OC1=C(C=CC(=C1)F)NC=1C2=C(N=CN1)SC(=C2C)C(=O)O (4-(2-(1,3-Difluoropropan-2-yloxy)-4-fluorophenylamino)-5-methylthieno[2,3-d]pyrimidine-6-carboxylic acid), Cl.C(C)N=C=NCCCN(C)C (1-ethyl-3-(3-dimethylaminopropyl)carbodiimide hydrochloride). Procedure: 4-(2-(1,3-Difluoropropan-2-yloxy)-4-fluorophenylamino)-5-methylthieno[2,3-d]pyrimidine-6-carboxylic acid (197 mg), 4-dimethylaminopyridine (76 mg) and 1-ethyl-3-(3-dimethylaminopropyl)carbodiimide hydrochloride (125 mg) was dissolved in dichloromethane (20 ml). Methanesulfonamide (59.5 mg) was added and the reaction was stirred at room temperature for about 24 h. The mixture was washed with a KHSO4 solution. The organic layer was separated, dried and concentrated in vacuo. The residue was purifi... Product: FCC(CF)OC1=C(C=CC(=C1)F)NC=1C2=C(N=CN1)SC(=C2C)C(=O)NS(=O)(=O)C (4-(2-(1,3-Difluoropropan-2-yloxy)-4-fluorophenylamino)-5-methyl-N-(methylsulfonyl)thieno[2,3-d]pyrimidine-6-carboxamide). The reactants are CCc1[nH]c(C(=O)O)nc1C(F)(F)F, CCOC(=O)c1nc(N2CCC(N)C(OC)C2)sc1C, On1nnc2ccccc21. Product: CCOC(=O)c1nc(N2CCC(NC(=O)c3nc(C(F)(F)F)c(CC)[nH]3)C(OC)C2)sc1C. As a reaction SMILES: [CH2:21]([CH3:22])[c:23]1[c:24]([C:31]([F:32])([F:33])[F:34])[n:25][c:26]([C:28](=[O:29])[OH:30])[nH:27]1.[NH2:1][CH:2]1[CH:3]([O:19][CH3:20])[CH2:4][N:5]([c:8]2[s:9][c:10]([CH3:18])[c:11]([C:13](=[O:14])[O:15][CH2:16][CH3:17])[n:12]2)[CH2:6][CH2:7]1.[OH:35][n:36]1[c:37]2[c:38]([cH:39][cH:40][cH:41][cH:42]2)[n:43][n:44]1>>[NH:1]([CH:2]1[CH:3]([O:19][CH3:20])[CH2:4][N:5]([c:8]2[s:9][c:10]([CH3:18])[c:11]([C:13](=[O:14])[O:15][CH2:16][CH3:17])[n:12]2)[CH2:6][CH2:7]1)[C:28]([c:26]1[n:25][c:24]([C:31]([F:32])([F:33])[F:34])[c:23]([CH2:21][CH3:22])[nH:27]1)=[O:29]. The reactants are N[C@@H](C)C(=O)O (Ala), N[C@H](CO)C(=O)O (D-Ser), N[C@@H]([C@H](O)C)C(=O)O (Thr). Yields the product N[C@@H](CCCCN)C(=O)O (Lys). RXN SMILES: [NH2:1][C@H:2]([C:4]([OH:6])=[O:5])[CH3:3].N[C@@H](C(O)=O)CO.[NH2:14][C@H:15](C(O)=O)[C@@H:16]([CH3:18])O>>[NH2:1][C@H:2]([C:4]([OH:6])=[O:5])[CH2:3][CH2:18][CH2:16][CH2:15][NH2:14]. Reported procedure: Ser: Ala, (N-methyl)Ser, D-Ser, Thr Starting materials: O=C1CCC(=O)N1Br, O=C(OOC(=O)c1ccccc1)c1ccccc1, COC(=O)c1ncc2cccc(Oc3ccccc3)c2c1O, ClC(Cl)(Cl)Cl. The product is COC(=O)c1nc(Br)c2cccc(Oc3ccccc3)c2c1O. RXN SMILES: [Br:23][N:24]1[C:25](=[O:26])[CH2:27][CH2:28][C:29]1=[O:30].[C:31]([O:32][O:33][C:34](=[O:35])[c:36]1[cH:37][cH:38][cH:39][cH:40][cH:41]1)(=[O:42])[c:43]1[cH:44][cH:45][cH:46][cH:47][cH:48]1.[CH3:1][O:2][C:3](=[O:4])[c:5]1[n:6][cH:7][c:8]2[cH:9][cH:10][cH:11][c:12]([O:16][c:17]3[cH:18][cH:19][cH:20][cH:21][cH:22]3)[c:13]2[c:14]1[OH:15].[Cl:49][C:50]([Cl:51])([Cl:52])[Cl:53]>>[CH3:1][O:2][C:3](=[O:4])[c:5]1[n:6][c:7]([Br:23])[c:8]2[cH:9][cH:10][cH:11][c:12]([O:16][c:17]3[cH:18][cH:19][cH:20][cH:21][cH:22]3)[c:13]2[c:14]1[OH:15]. Starting materials: S(=O)(Cl)Cl (sulphinyl chloride), C(=O)(O)C1=CN(C2=CC=C(C=C12)Cl)C1=CC=NC2=CC=CC=C12 (3-carboxy-5-chloro-1-(quinolin-4-yl)-1H-indole). Reagents/catalysts: CN(C=O)C (dimethylformamide). The product is Cl.ClC=1C=C2C(=CN(C2=CC1)C1=CC=NC2=CC=CC=C12)C(=O)Cl (5-chloro-3-chlorocarbonyl-1-(quinolin-4-yl)-1H-indole hydrochloride). Reaction SMILES: S(Cl)([Cl:3])=O.[C:5]([C:8]1[C:16]2[C:11](=[CH:12][CH:13]=[C:14]([Cl:17])[CH:15]=2)[N:10]([C:18]2[C:27]3[C:22](=[CH:23][CH:24]=[CH:25][CH:26]=3)[N:21]=[CH:20][CH:19]=2)[CH:9]=1)([OH:7])=O>CN(C)C=O>[ClH:3].[Cl:17][C:14]1[CH:15]=[C:16]2[C:11](=[CH:12][CH:13]=1)[N:10]([C:18]1[C:27]3[C:22](=[CH:23][CH:24]=[CH:25][CH:26]=3)[N:21]=[CH:20][CH:19]=1)[CH:9]=[C:8]2[C:5]([Cl:3])=[O:7] |f:3.4|. Procedure: 45 cm3 of sulphinyl chloride and one drop of dimethylformamide are added to 2.1 g (6.51 mmol) of 3-carboxy-5-chloro-1-(quinolin-4-yl)-1H-indole at a temperature in the region of 20° C. under an argon atmosphere. After stirring at reflux for 1 hour, the reaction mixture is concentrated to dryness under reduced pressure (2.7 kPa), giving 2.5 g of 5-chloro-3-chlorocarbonyl-1-(quinolin-4-yl)-1H-indole hydrochloride in the form of a cream-colored solid, which is used directly in the following step. Reactants: CCCCCC, C(=NC1CCCCC1)=NC1CCCCC1, ClCCl, O=C(O)CC(CC(=O)O)c1ccccc1. The product is O=C1CC(c2ccccc2)CC(=O)O1. Reaction SMILES: [CH3:34][CH2:35][CH2:36][CH2:37][CH2:38][CH3:39].[CH:16]1([N:17]=[C:18]=[N:19][CH:20]2[CH2:21][CH2:22][CH2:23][CH2:24][CH2:25]2)[CH2:26][CH2:27][CH2:28][CH2:29][CH2:30]1.[Cl:31][CH2:32][Cl:33].[c:1]1([CH:7]([CH2:8][C:9](=[O:10])[OH:11])[CH2:12][C:13](=[O:14])[OH:15])[cH:2][cH:3][cH:4][cH:5][cH:6]1>>[c:1]1([CH:7]2[CH2:8][C:9](=[O:11])[O:15][C:13](=[O:14])[CH2:12]2)[cH:2][cH:3][cH:4][cH:5][cH:6]1. The product is Cc1ccc2cnc(NC3CCC(O)CC3)nc2c1OCC(=O)O. RXN SMILES: [CH3:28][CH2:29][O:30][C:31]([CH3:32])=[O:33].[CH3:34][OH:35].[Na+:27].[OH-:26].[OH:1][CH:2]1[CH2:3][CH2:4][CH:5]([NH:8][c:9]2[n:10][c:11]3[c:12]([O:20][CH2:21][C:22](=[O:23])[O:24][CH3:25])[c:13]([CH3:19])[cH:14][cH:15][c:16]3[cH:17][n:18]2)[CH2:6][CH2:7]1>>[OH:1][CH:2]1[CH2:3][CH2:4][CH:5]([NH:8][c:9]2[n:10][c:11]3[c:12]([O:20][CH2:21][C:22](=[O:23])[OH:24])[c:13]([CH3:19])[cH:14][cH:15][c:16]3[cH:17][n:18]2)[CH2:6][CH2:7]1. Starting materials: CCOC(C)=O, CO, [Na+], [OH-], COC(=O)COc1c(C)ccc2cnc(NC3CCC(O)CC3)nc12.